This data is from the Open Reaction Database (ORD), a public repository of structured organic reaction records. The task is: describe an organic reaction: reactants, conditions, products, and yield The reactants are NC1=CC(=C(OCCCC(=O)OCC)C=C1)C(=O)OC (ethyl 4-(4-amino-2-methoxycarbonylphenoxy)butyrate), ClCCOCCCl (bis(2-chloroethyl)ether), C([O-])([O-])=O.[K+].[K+] (potassium carbonate), [I-].[Na+] (sodium iodide). The solvent is CN(C)C=O (DMF). Reaction conditions: temperature 70 celsius, time 24 hour. Yields the product COC(=O)C1=C(OCCCC(=O)OCC)C=CC(=C1)N1CCOCC1 (ethyl 4-(2-methoxycarbonyl-4-morpholinophenoxy)butyrate). Yield: 79.4%. As a reaction SMILES: [NH2:1][C:2]1[CH:16]=[CH:15][C:5]([O:6][CH2:7][CH2:8][CH2:9][C:10]([O:12][CH2:13][CH3:14])=[O:11])=[C:4]([C:17]([O:19][CH3:20])=[O:18])[CH:3]=1.Cl[CH2:22][CH2:23][O:24][CH2:25][CH2:26]Cl.C(=O)([O-])[O-].[K+].[K+].[I-].[Na+]>CN(C=O)C>[CH3:20][O:19][C:17]([C:4]1[CH:3]=[C:2]([N:1]2[CH2:26][CH2:25][O:24][CH2:23][CH2:22]2)[CH:16]=[CH:15][C:5]=1[O:6][CH2:7][CH2:8][CH2:9][C:10]([O:12][CH2:13][CH3:14])=[O:11])=[O:18] |f:2.3.4,5.6|. Procedure: A mixture of ethyl 4-(4-amino-2-methoxycarbonylphenoxy)butyrate (2.20 g), bis(2-chloroethyl)ether (0.915 ml, 7.81 mmol), potassium carbonate(3.24 g, 23.4 mmol), sodium iodide (2.34 g, 15.6 mmol) and DMF (20 ml) was stirred at 70° C. for 24 hours, and the mixture was concentrated under reduced pressure. To the residue was added water, and the mixture was extracted with ethyl acetate. The organic layer was dried with anhydrous sodium sulfate and concentrated under reduced pressure. The residue was... Reactants: above product, C(C)(=S)[O-].[K+] (potassium thioacetate), CC(=O)C (acetone). Product: C(C)(=S)OCC1OC(OC1)(C)C ((±)2,2-dimethyl-1,3-dioxolan-4-ylmethyl thioacetate). RXN SMILES: [C:1]([O-:4])(=[S:3])[CH3:2].[K+].[CH3:6][C:7]([CH3:9])=[O:8]>>[C:1]([O:4][CH2:6][CH:7]1[CH2:9][O:8][C:7]([CH3:9])([CH3:6])[O:8]1)(=[S:3])[CH3:2] |f:0.1|. Reported procedure: A mixture of 13.3 g of the above product and 7.2 g of potassium thioacetate in 300 ml of acetone was refluxed for 10 hours. The resulting mixture was filtered, most of the solvent evaporated off under vacuum and the remaining solution poured into diethyl ether. The solution was washed with water, the organic solvent removed under vacuum and the residue distilled under vacuum, giving (±)2,2-dimethyl-1,3-dioxolan-4-ylmethyl thioacetate, having a boiling point between 83° C. and 87° C. at a pressur... The reactants are COC=1C(=C(CC=2C=CC(=C(C(=O)O)C2)OC(C)C)C(=C(C1OC)OC)OC)C (5-(3,4,5,6-Tetramethoxy-2-methylbenzyl)-2-isopropoxybenzoic acid), O=[N+]([O-])[O-].[O-][N+]([O-])=O.[O-][N+]([O-])=O.[O-][N+]([O-])=O.[O-][N+]([O-])=O.[O-][N+]([O-])=O.[Ce+4].[NH4+].[NH4+] (CAN). Run in O (water), C(C)#N (acetonitrile), O (water). The product is COC=1C(C(=C(C(C1OC)=O)CC=1C=CC(=C(C(=O)O)C1)OC(C)C)C)=O (5-(5,6-Dimethoxy-3-methyl-1,4-benzoquinon-2-yl)methyl-2-isopropoxybenzoic acid). Yield: 83.1%. As a reaction SMILES: C[O:2][C:3]1[C:4]([CH3:29])=[C:5]([C:20]([O:27]C)=[C:21]([O:25][CH3:26])[C:22]=1[O:23][CH3:24])[CH2:6][C:7]1[CH:8]=[CH:9][C:10]([O:16][CH:17]([CH3:19])[CH3:18])=[C:11]([CH:15]=1)[C:12]([OH:14])=[O:13].O=[N+]([O-])[O-].[O-][N+](=O)[O-].[O-][N+](=O)[O-].[O-][N+](=O)[O-].[O-][N+](=O)[O-].[O-][N+](=O)[O-].[Ce+4].[NH4+].[NH4+]>C(#N)C.O>[CH3:24][O:23][C:22]1[C:3](=[O:2])[C:4]([CH3:29])=[C:5]([CH2:6][C:7]2[CH:8]=[CH:9][C:10]([O:16][CH:17]([CH3:18])[CH3:19])=[C:11]([CH:15]=2)[C:12]([OH:14])=[O:13])[C:20](=[O:27])[C:21]=1[O:25][CH3:26] |f:1.2.3.4.5.6.7.8.9|. Procedure details: 5-(3,4,5,6-Tetramethoxy-2-methylbenzyl)-2-isopropoxybenzoic acid (0.472 g, 1.17 mmol) was dissolved in a mixed solution of acetonitrile (9 ml) and water (3 ml) and after adding thereto CAN (1.60 g, 2.92 mmol) at room temperature, the solution was stirred at room temperature for 1 hour. The reaction solution was diluted with water and then extracted with ether. The extract was washed with water and then dried, and the solvent was removed by distillation. The residue was recrystallized from ether ...